Dataset: the Open Reaction Database (ORD), a public repository of structured organic reaction records. Task: describe an organic reaction: reactants, conditions, products, and yield Starting materials: NC1=CC=C(C=C1)[C@@H]1CC[C@H](CC1)CNC(OC(C)(C)C)=O (tert-butyl {[trans-4-(4-aminophenyl)cyclohexyl]methyl}carbamate), ClC(C(=O)OC)=O (methyl chlorooxoacetate), N1(CCOCC1)C1=CC=C(C=C1)NC(C(=O)OC)=O (methyl [(4-morpholin-4-ylphenyl)amino](oxo)acetate). The product is C(C)(C)(C)OC(=O)NC[C@@H]1CC[C@H](CC1)C1=CC=C(C=C1)NC(C(=O)OC)=O (Methyl {[4-(trans-4-{[(tert-butoxycarbonyl)amino]methyl}cyclohexyl)phenyl]amino}(oxo)acetate). RXN SMILES: [NH2:1][C:2]1[CH:7]=[CH:6][C:5]([C@H:8]2[CH2:13][CH2:12][C@H:11]([CH2:14][NH:15][C:16](=[O:22])[O:17][C:18]([CH3:21])([CH3:20])[CH3:19])[CH2:10][CH2:9]2)=[CH:4][CH:3]=1.Cl[C:24](=[O:29])[C:25]([O:27][CH3:28])=[O:26].N1(C2C=CC(NC(=O)C(OC)=O)=CC=2)CCOCC1>>[C:18]([O:17][C:16]([NH:15][CH2:14][C@H:11]1[CH2:10][CH2:9][C@H:8]([C:5]2[CH:4]=[CH:3][C:2]([NH:1][C:24](=[O:29])[C:25]([O:27][CH3:28])=[O:26])=[CH:7][CH:6]=2)[CH2:13][CH2:12]1)=[O:22])([CH3:19])([CH3:21])[CH3:20]. Procedure: Prepared from tert-butyl {[trans-4-(4-aminophenyl)cyclohexyl]methyl}carbamate and methyl chlorooxoacetate by method described for Intermediate 1, method D3. Starting materials: C(C)OC(=O)C1(CCNCC1)CCOC (4-(2-methoxy-ethyl)-piperidine-4-carboxylic acid ethyl ester), S1C(=CC=C1)S(=O)(=O)Cl (thiophene-2-sulfonyl chloride), FC(OC1=CC=C(N)C=C1)(F)F (4-(trifluoromethoxy)aniline). Yields the product S1C(=CC=C1)S(=O)(=O)N1CCC2(CCN(C2=O)C2=CC=C(C=C2)OC(F)(F)F)CC1 (8-(Thiophene-2-sulfonyl)-2-(4-trifluoromethoxy-phenyl)-2,8-diaza-spiro[4.5]decan-1-one). Reaction SMILES: C(O[C:4]([C:6]1([CH2:12][CH2:13]OC)[CH2:11][CH2:10][NH:9][CH2:8][CH2:7]1)=[O:5])C.[S:16]1[CH:20]=[CH:19][CH:18]=[C:17]1[S:21](Cl)(=[O:23])=[O:22].[F:25][C:26]([F:36])([F:35])[O:27][C:28]1[CH:34]=[CH:33][C:31]([NH2:32])=[CH:30][CH:29]=1>>[S:16]1[CH:20]=[CH:19][CH:18]=[C:17]1[S:21]([N:9]1[CH2:8][CH2:7][C:6]2([C:4](=[O:5])[N:32]([C:31]3[CH:33]=[CH:34][C:28]([O:27][C:26]([F:25])([F:35])[F:36])=[CH:29][CH:30]=3)[CH2:13][CH2:12]2)[CH2:11][CH2:10]1)(=[O:23])=[O:22]. Reported procedure: Light yellow solid. MS (ESI): 461.08 (MH+). This example was prepared in analogy to example 1 step C) to D) from 4-(2-methoxy-ethyl)-piperidine-4-carboxylic acid ethyl ester (example 1 step B)), thiophene-2-sulfonyl chloride and 4-(trifluoromethoxy)aniline. The reactants are OCCCC1=CC(=C(C=C1)O)N=NC1=C(C=CC=C1)[N+](=O)[O-] (4-(3-hydroxypropyl)-2-[(2-nitrophenyl)azo]phenol). Reagents/catalysts: [Zn] (zinc). The solvent is aqueous solution, [OH-].[Na+] (sodium hydroxide), [OH-].[Na+] (sodium hydroxide). Product: N=1N(N=C2C1C=CC=C2)C2=C(C=CC(=C2)CCCO)O (2-(2H-benzotriazole-2-yl)-4-(3-hydroxypropyl)phenol). Isolated yield 80.9%. As a reaction SMILES: [OH:1][CH2:2][CH2:3][CH2:4][C:5]1[CH:10]=[CH:9][C:8]([OH:11])=[C:7]([N:12]=[N:13][C:14]2[CH:19]=[CH:18][CH:17]=[CH:16][C:15]=2[N+:20]([O-])=O)[CH:6]=1>[OH-].[Na+].[Zn]>[N:13]1[N:12]([C:7]2[CH:6]=[C:5]([CH2:4][CH2:3][CH2:2][OH:1])[CH:10]=[CH:9][C:8]=2[OH:11])[N:20]=[C:15]2[CH:16]=[CH:17][CH:18]=[CH:19][C:14]=12 |f:1.2|. Procedure: 5.60 g (18 mmols) of crude 4-(3-hydroxypropyl)-2-[(2-nitrophenyl)azo]phenol synthesized in Example 5 was dissolved in 18 ml of aqueous solution of 2N sodium hydroxide. Subsequently, 9 ml of previously prepared aqueous solution of 25% sodium hydroxide and 5.4 g (83 mmols) of zinc powder were simultaneously added over a period of about 3 hours. The subsequent treatment was carried out in the same manner as in Example 6, giving 3.92 g of 2-(2H-benzotriazole-2-yl)-4-(3-hydroxypropyl)phenol as pale y... Starting materials: N(=O)[O-].[Na+] (sodium nitrite), ClC1=C(N)C=CC(=C1)C (2-chloro-4-methyl aniline), O.O.[Sn](Cl)Cl (tin(II) chloride dihydrate). Run in O (water), O (water), Cl (HCl), Cl (HCl). Reaction conditions: temperature -5 celsius. Yields the product Cl.ClC1=C(C=CC(=C1)C)NN (2-Chloro-4-methyl Phenylhydrazine Hydrochloride), solid. The yield is 49.0%. RXN SMILES: [Cl:1][C:2]1[CH:8]=[C:7]([CH3:9])[CH:6]=[CH:5][C:3]=1[NH2:4].[N:10]([O-])=O.[Na+].O.O.[Sn](Cl)Cl>O.Cl>[ClH:1].[Cl:1][C:2]1[CH:8]=[C:7]([CH3:9])[CH:6]=[CH:5][C:3]=1[NH:4][NH2:10] |f:1.2,3.4.5,8.9|. Procedure details: A suspension of 2-chloro-4-methyl aniline (10.1 mL, 11.63 g, 82.1 mmol) in 64 mL water and 60 mL 12 N HCl was cooled to −5° C. (internal temperature) and stirred with a mechanical stirrer. A solution of sodium nitrite (8.26 g, 119.7 mmol) in 56 mL water was added over 30 minutes. The solution became more clear but some solid remained. The mixture was stirred at −5° C. for 20 minutes and then cooled to −10° C. A solution of tin(II) chloride dihydrate (53.60 g, 237.6 mmol) in 36 mL 12 N HCl was ad... Reactants: CC(C)Br, O=C([O-])[O-], CCOC(C)=O, COC(=O)c1cc(O)cc(I)c1, CN(C)C=O, [K+], [K+], O. As a reaction SMILES: [Br:7][CH:8]([CH3:9])[CH3:10].[C:1](=[O:2])([O-:3])[O-:4].[CH2:29]([O:30][C:31](=[O:32])[CH3:33])[CH3:34].[CH3:11][O:12][C:13]([c:14]1[cH:15][c:16]([OH:21])[cH:17][c:18]([I:20])[cH:19]1)=[O:22].[CH3:24][N:25]([CH3:26])[CH:27]=[O:28].[K+:5].[K+:6].[OH2:23]>>[CH:8]([CH3:9])([CH3:10])[O:21][c:16]1[cH:15][c:14]([C:13]([O:12][CH3:11])=[O:22])[cH:19][c:18]([I:20])[cH:17]1. Product: COC(=O)c1cc(I)cc(OC(C)C)c1. The product is FC(C=1C=C(C=C(C1)C(F)(F)F)C(=O)N1C[C@H]([C@H](CC1)C1=CC(=CC=C1)N1CCCC1)C1=CC=CC=C1)(F)F (Rac-cis-(3,5-Bis-trifluoromethyl-phenyl)-[3-phenyl-4-(3-pyrrolidin-1-yl-phenyl)-piperidin-1-yl]-methanone). The reactants are FC(C=1C=C(C=C(C1)C(F)(F)F)C(=O)N1C[C@H]([C@H](CC1)C1=CC(=CC=C1)Br)C1=CC=CC=C1)(F)F (rac-cis-(3,5-bis-trifluoromethyl-phenyl)-[4-(3-bromo-phenyl)-3-phenyl-piperidin-1-yl]-methanone), N1CCCC1 (pyrrolidine). As a reaction SMILES: [F:1][C:2]([F:35])([F:34])[C:3]1[CH:4]=[C:5]([C:13]([N:15]2[CH2:20][CH2:19][C@H:18]([C:21]3[CH:26]=[CH:25][CH:24]=[C:23](Br)[CH:22]=3)[C@H:17]([C:28]3[CH:33]=[CH:32][CH:31]=[CH:30][CH:29]=3)[CH2:16]2)=[O:14])[CH:6]=[C:7]([C:9]([F:12])([F:11])[F:10])[CH:8]=1.[NH:36]1[CH2:40][CH2:39][CH2:38][CH2:37]1>>[F:1][C:2]([F:35])([F:34])[C:3]1[CH:4]=[C:5]([C:13]([N:15]2[CH2:20][CH2:19][C@H:18]([C:21]3[CH:26]=[CH:25][CH:24]=[C:23]([N:36]4[CH2:40][CH2:39][CH2:38][CH2:37]4)[CH:22]=3)[C@H:17]([C:28]3[CH:33]=[CH:32][CH:31]=[CH:30][CH:29]=3)[CH2:16]2)=[O:14])[CH:6]=[C:7]([C:9]([F:12])([F:11])[F:10])[CH:8]=1. Reported procedure: The title compound, MS: m/e=547.2 (M+), was prepared in accordance with the general method of example 10 from rac-cis-(3,5-bis-trifluoromethyl-phenyl)-[4-(3-bromo-phenyl)-3-phenyl-piperidin-1-yl]-methanone and pyrrolidine. The reactants are O (Water), CN(C=O)C (Dimethylformamide), CC1=C(C=CC(=C1C)OC1=CC=NC2=CC(=C(C=C12)C#N)O)NC(=O)NC1CC1 (N-(2,3-dimethyl-4-(6-cyano-7-hydroxy-quinolin-4-yloxy)-phenyl)-N′-cyclopropylurea), p-toluenesulfonic acid (2R)-glycidyl ester, C([O-])([O-])=O.[K+].[K+] (potassium carbonate), C(C)(=O)OCC (ethyl acetate). Conditions: temperature 50 celsius. The product is C(#N)C=1C=C2C(=CC=NC2=CC1OC[C@@H]1OC1)OC1=C(C(=C(C=C1)NC(=O)NC1CC1)C)C (N-(4-(6-Cyano-7-((2R)-oxiran-2-yl)methoxyquinolin-4-yloxy}-2,3-dimethylphenyl)-N′-cyclopropylurea). As a reaction SMILES: CN(C)C=O.[CH3:6][C:7]1[C:12]([CH3:13])=[C:11]([O:14][C:15]2[C:24]3[C:19](=[CH:20][C:21]([OH:27])=[C:22]([C:25]#[N:26])[CH:23]=3)[N:18]=[CH:17][CH:16]=2)[CH:10]=[CH:9][C:8]=1[NH:28][C:29]([NH:31][CH:32]1[CH2:34][CH2:33]1)=[O:30].C(=O)([O-])[O-].[K+].[K+].O.[C:42]([O:45][CH2:46][CH3:47])(=O)C>>[C:25]([C:22]1[CH:23]=[C:24]2[C:19](=[CH:20][C:21]=1[O:27][CH2:47][C@H:46]1[CH2:42][O:45]1)[N:18]=[CH:17][CH:16]=[C:15]2[O:14][C:11]1[CH:10]=[CH:9][C:8]([NH:28][C:29]([NH:31][CH:32]2[CH2:33][CH2:34]2)=[O:30])=[C:7]([CH3:6])[C:12]=1[CH3:13])#[N:26] |f:2.3.4|. Procedure: Dimethylformamide (4 ml) was added to N-(2,3-dimethyl-4-(6-cyano-7-hydroxy-quinolin-4-yloxy)-phenyl)-N′-cyclopropylurea (476 mg), and then p-toluenesulfonic acid (2R)-glycidyl ester (365 mg) and potassium carbonate (340 mg) were further added and the mixture was heated at 50° C. for 4 hours. Water was added to the reaction solution, extraction was performed with ethyl acetate, the organic layer was washed with water and saturated saline in that order and dried over anhydrous sodium sulfate, and ... Reactants: C(C)OC([C@H](CC1=CC=C(C=C1)OCCBr)OC)=O ((2S)-3-[4-(2-bromo-ethoxy)-phenyl]-2-methoxy-propionic acid ethyl ester), OC=1C=C(C#N)C=CC1 (3-hydroxy-benzonitrile), CO[C@H](C(=O)O)CC1=CC=C(C=C1)OCCCOC1=CC=CC=C1 ((2S)-2-methoxy-3-[4-(3-phenoxy-propoxy)-phenyl]-propionic acid). The product is C(#N)C=1C=C(OCCOC2=CC=C(C=C2)C[C@@H](C(=O)O)OC)C=CC1 ((2S)-3-{4-[2-(3-cyano-phenoxy)-ethoxy]-phenyl}-2-methoxy-propionic acid). Reaction SMILES: C([O:3][C:4](=[O:19])[C@@H:5]([O:17][CH3:18])[CH2:6][C:7]1[CH:12]=[CH:11][C:10]([O:13][CH2:14][CH2:15]Br)=[CH:9][CH:8]=1)C.[OH:20][C:21]1[CH:22]=[C:23]([CH:26]=[CH:27][CH:28]=1)[C:24]#[N:25].CO[C@@H](CC1C=CC(OCCCOC2C=CC=CC=2)=CC=1)C(O)=O>>[C:24]([C:23]1[CH:22]=[C:21]([CH:28]=[CH:27][CH:26]=1)[O:20][CH2:15][CH2:14][O:13][C:10]1[CH:9]=[CH:8][C:7]([CH2:6][C@H:5]([O:17][CH3:18])[C:4]([OH:3])=[O:19])=[CH:12][CH:11]=1)#[N:25]. Procedure details: The title compound was prepared from (2S)-3-[4-(2-bromo-ethoxy)-phenyl]-2-methoxy-propionic acid ethyl ester (Example 283, Step 2) and 3-hydroxy-benzonitrile via the same procedure used for the preparation of (2S)-2-methoxy-3-[4-(3-phenoxy-propoxy)-phenyl]-propionic acid (Example 285, Step 1), to produce a white solid. The reactants are ClC1=CC=C2C=CC(=NC2=N1)N1C(C2=CC=C(C=C2C1OC(=O)OC1=CC=CC=C1)Cl)=O (2-(7-chloro-1,8-naphthyridin-2-yl)-5-chloro-3-phenoxycarbonyloxy-isoindolin-1-one), CN1CCNCC1 (4-methylpiperazine). Reaction SMILES: [Cl:1][C:2]1[N:11]=[C:10]2[C:5]([CH:6]=[CH:7][C:8]([N:12]3[CH:20]([O:21][C:22]([O:24]C4C=CC=CC=4)=O)[C:19]4[C:14](=[CH:15][CH:16]=[C:17]([Cl:31])[CH:18]=4)[C:13]3=[O:32])=[N:9]2)=[CH:4][CH:3]=1.[CH3:33][N:34]1[CH2:39][CH2:38][NH:37][CH2:36][CH2:35]1>C(#N)C.C(Cl)Cl.C(OCC)(=O)C>[CH3:33][N:34]1[CH2:39][CH2:38][N:37]([C:22]([O:21][CH:20]2[C:19]3[C:14](=[CH:15][CH:16]=[C:17]([Cl:31])[CH:18]=3)[C:13](=[O:32])[N:12]2[C:8]2[CH:7]=[CH:6][C:5]3[C:10](=[N:11][C:2]([Cl:1])=[CH:3][CH:4]=3)[N:9]=2)=[O:24])[CH2:36][CH2:35]1. Reaction conditions: temperature 20 celsius, time 24 hour. Yield: 59.2%. Yields the product CN1CCN(CC1)C(=O)OC1N(C(C2=CC=C(C=C12)Cl)=O)C1=NC2=NC(=CC=C2C=C1)Cl (3-(4methylpiperazin-1-yl)carbonyloxy-5-chloro- 2-(7-chloro-1,8-naphthyridin-2-yl)isoindolin-1-one). Procedure details: The procedure of Example 11 is followed but starting with 2-(7-chloro-1,8-naphthyridin-2-yl)-5-chloro-3-phenoxycarbonyloxy-isoindolin-1-one (1.25 g.) and 4-methylpiperazine (1.07 g.) in acetonitrile (33 cc.) and stirring for 24 hours at a temperature of about 20° C. From the reaction mixture, the resulting precipitate is filtered off and washed successively with acetonitrile (6 cc.) and diethyl ether (6 cc.). The product obtained (0.93 g.) is dissolved in methylene chloride (35 cc.), and the sol... The solvent is C(Cl)Cl (methylene chloride), C(C)(=O)OCC (ethyl acetate), C(C)#N (acetonitrile).